This data is from the Open Reaction Database (ORD), a public repository of structured organic reaction records. The task is: describe an organic reaction: reactants, conditions, products, and yield Reactants: O=C([O-])[O-], CCCC[N+](CCCC)(CCCC)CCCC, CC(C)CON=CC1C(C(=O)O)C1(C)C, Cc1ccccc1, [K+], [K+], Cc1ccc(S(=O)(=O)OC(C#N)c2cccc(Oc3ccccc3)n2)cc1, O, O=S(=O)([O-])O. The product is CC(C)CON=CC1C(C(=O)OC(C#N)c2cccc(Oc3ccccc3)n2)C1(C)C. RXN SMILES: [C:72](=[O:73])([O-:74])[O-:75].[CH2:55]([N+:56]([CH2:57][CH2:58][CH2:59][CH3:60])([CH2:61][CH2:62][CH2:63][CH3:64])[CH2:65][CH2:66][CH2:67][CH3:68])[CH2:69][CH2:70][CH3:71].[CH3:1][C:2]1([CH3:15])[CH:3]([C:12](=[O:13])[OH:14])[CH:4]1[CH:5]=[N:6][O:7][CH2:8][CH:9]([CH3:10])[CH3:11].[CH3:43][c:44]1[cH:45][cH:46][cH:47][cH:48][cH:49]1.[K+:76].[K+:77].[O:16]([S:17]([c:18]1[cH:19][cH:20][c:21]([CH3:22])[cH:23][cH:24]1)(=[O:25])=[O:26])[CH:27]([c:28]1[n:29][c:30]([O:34][c:35]2[cH:36][cH:37][cH:38][cH:39][cH:40]2)[cH:31][cH:32][cH:33]1)[C:41]#[N:42].[OH2:78].[S:50]([O-:51])([OH:52])(=[O:53])=[O:54]>>[CH3:1][C:2]1([CH3:15])[CH:3]([C:12](=[O:13])[O:14][CH:27]([c:28]2[n:29][c:30]([O:34][c:35]3[cH:36][cH:37][cH:38][cH:39][cH:40]3)[cH:31][cH:32][cH:33]2)[C:41]#[N:42])[CH:4]1[CH:5]=[N:6][O:7][CH2:8][CH:9]([CH3:10])[CH3:11]. Reactants: C(=O)(O)[O-].[Na+] (NaHCO3), S([O-])(O)=O.[Na+] (sodium bisulfite), C(C)(C)(C)OC(N[C@]1(CO[C@@H]([C@H]1CO)C)C1=C(C=CC=C1)F)=O ([(3S,4R,5R)-3-(2-Fluoro-phenyl)-4-hydroxymethyl-5-methyl-tetrahydro-furan-3-yl]-carbamic acid tert-butylester), 2-benziodoxol-3(1H)-one, CCCCCC.CCOC(=O)C (Hexane EtOAc). Solvent: C(Cl)Cl (DCM). The product is C(C)(C)(C)OC(N[C@]1(CO[C@@H]([C@H]1C=O)C)C1=C(C=CC=C1)F)=O ([(3S,4S,5R)-3-(2-Fluoro-phenyl)-4-formyl-5-methyl-tetrahydro-furan-3-yl]-carbamic acid tert-butyl ester). Yield: 77.3%. As a reaction SMILES: [C:1]([O:5][C:6](=[O:23])[NH:7][C@:8]1([C:16]2[CH:21]=[CH:20][CH:19]=[CH:18][C:17]=2[F:22])[C@H:12]([CH2:13][OH:14])[C@@H:11]([CH3:15])[O:10][CH2:9]1)([CH3:4])([CH3:3])[CH3:2].CCCCCC.CCOC(C)=O.C([O-])(O)=O.[Na+].S(=O)(O)[O-].[Na+]>C(Cl)Cl>[C:1]([O:5][C:6](=[O:23])[NH:7][C@:8]1([C:16]2[CH:21]=[CH:20][CH:19]=[CH:18][C:17]=2[F:22])[C@H:12]([CH:13]=[O:14])[C@@H:11]([CH3:15])[O:10][CH2:9]1)([CH3:2])([CH3:3])[CH3:4] |f:1.2,3.4,5.6|. Procedure: [(3S,4R,5R)-3-(2-Fluoro-phenyl)-4-hydroxymethyl-5-methyl-tetrahydro-furan-3-yl]-carbamic acid tert-butylester (Preparation Example 30-(1)) (1.2 g, 3.60 mmol) dissolved in DCM (26.5 g, 20 mL). 1,1,1-tris(acetyloxy)-,2-benziodoxol-3(1H)-one (3.12 g, 7.3 mmol) was added. The reaction mixture was stirred at RT. The reaction was followed by TLC Hexane/EtOAc 40%. Product Rf was 0.52. The reaction reached completion after 2 h. Work up: 20 ml of sat. aq. NaHCO3 and 20 ml of saturated sodium bisulfite wa... The reactants are C(C)(C)(C)OC(=O)\N=C(\N[C@@H]1[C@H]([C@@H](C=C(C1)C(=O)OCC)OC(CC)CC)NC(C(F)F)=O)/NC(=O)OC(C)(C)C ((3R,4R,5S)-ethyl 5-((Z)-2,3-bis(tert-butoxycarbonyl)guanidino)-4-(2,2-difluoroacetamido)-3-(pentan-3-yloxy)cyclohex-1-enecarboxylate), FC(C(=O)O)(F)F (trifluoroacetic acid). Solvent: solution, C(Cl)Cl (methylene chloride). Yields the product FC(C(=O)N[C@H]1[C@@H](C=C(C[C@@H]1NC(=N)N)C(=O)OCC)OC(CC)CC)F ((3R,4R,5S)-ethyl 4-(2,2-difluoroacetamido)-5-guanidino-3-(pentan-3-yloxy)cyclohex-1-enecarboxylate). Isolated yield 91.5%. RXN SMILES: C(OC(/[N:8]=[C:9](\[NH:34]C(OC(C)(C)C)=O)/[NH:10][C@H:11]1[CH2:16][C:15]([C:17]([O:19][CH2:20][CH3:21])=[O:18])=[CH:14][C@@H:13]([O:22][CH:23]([CH2:26][CH3:27])[CH2:24][CH3:25])[C@@H:12]1[NH:28][C:29](=[O:33])[CH:30]([F:32])[F:31])=O)(C)(C)C.FC(F)(F)C(O)=O>C(Cl)Cl>[F:31][CH:30]([F:32])[C:29]([NH:28][C@@H:12]1[C@@H:11]([NH:10][C:9]([NH2:34])=[NH:8])[CH2:16][C:15]([C:17]([O:19][CH2:20][CH3:21])=[O:18])=[CH:14][C@H:13]1[O:22][CH:23]([CH2:26][CH3:27])[CH2:24][CH3:25])=[O:33]. Reported procedure: CH3SO3H. To a solution of (3R,4R,5S)-ethyl 4-amino-5-(tert-butoxycarbonylamino)-3-(pentan-3-yloxy)cyclohex-1-enecarboxylate (2 g, 0.0054 mol, 1 eq), 1H-benzo[d][1,2,3]triazol-1-ol (0.867 g, 0.0065 mol, 1.2 eq), N1-((ethylimino)methylene)-N2,N2-dimethylethane-1,2-diamine hydrochloride (1.239 g, 0.0065 mol, 1.2 eq) and diisopropylethylamine (2.212 g, 0.0178 mol, 3.3 eq) in THF (20 ml) 2,2-difluoroacetic acid 3b (0.624 g, 0.0065 mol, 1.2 eq) was added dropwise. The reaction mixture was stirred at r... Reported procedure: The title compound was prepared in a manner similar to that described in Example 88 using (R)-3-(2-bromophenoxy)piperidine and 5-(2-fluoro-4-(4,4,5,5-tetramethyl-1,3,2-dioxaborolan-2-yl)phenyl)pyrimidin-2-amine. MS (ESI): mass calcd. for C21H21FN4O, 364.17; m/z found, 365.0 [M+H]+. 1H NMR (400 MHz, DMSO-d6) δ 8.48-8.45 (m, 2H), 7.60-7.48 (m, 2H), 7.46-7.34 (m, 3H), 7.23 (d, J=8.0, 1H), 7.13-7.06 (m, 1H), 6.87 (s, 2H), 4.68-4.56 (m, 1H), 3.35-3.30 (m, 1H), 3.11-2.99 (m, 2H), 2.98-2.89 (m, 1H), 2.... The reactants are BrC1=C(O[C@H]2CNCCC2)C=CC=C1 ((R)-3-(2-bromophenoxy)piperidine), FC1=C(C=CC(=C1)B1OC(C(O1)(C)C)(C)C)C=1C=NC(=NC1)N (5-(2-fluoro-4-(4,4,5,5-tetramethyl-1,3,2-dioxaborolan-2-yl)phenyl)pyrimidin-2-amine). As a reaction SMILES: Br[C:2]1[CH:14]=[CH:13][CH:12]=[CH:11][C:3]=1[O:4][C@@H:5]1[CH2:10][CH2:9][CH2:8][NH:7][CH2:6]1.[F:15][C:16]1[CH:21]=[C:20](B2OC(C)(C)C(C)(C)O2)[CH:19]=[CH:18][C:17]=1[C:31]1[CH:32]=[N:33][C:34]([NH2:37])=[N:35][CH:36]=1>>[F:15][C:16]1[CH:21]=[C:20]([C:2]2[CH:14]=[CH:13][CH:12]=[CH:11][C:3]=2[O:4][C@@H:5]2[CH2:10][CH2:9][CH2:8][NH:7][CH2:6]2)[CH:19]=[CH:18][C:17]=1[C:31]1[CH:36]=[N:35][C:34]([NH2:37])=[N:33][CH:32]=1. The product is FC=1C=C(C=CC1C=1C=NC(=NC1)N)C1=C(C=CC=C1)O[C@H]1CNCCC1 (5-{3-Fluoro-2′-[(3R)-piperidin-3-yloxy]biphenyl-4-yl}pyrimidin-2-amine). Reactants: O=C([O-])[O-], ClCCl, [Cl-], Cl, [K+], [K+], CN1C(=O)C(C)(C)N=C(c2ccccc2F)c2cc(N)ccc21, CC(C)(N)C(=O)O, C1CCOC1, O. The product is CN1C(=O)C(C)(C)N=C(c2ccccc2F)c2cc(NC(=O)C(C)(C)N)ccc21. Reaction SMILES: [C:33](=[O:34])([O-:35])[O-:36].[CH2:39]([Cl:40])[Cl:41].[Cl-:25].[ClH:24].[K+:37].[K+:38].[NH2:1][c:2]1[cH:3][cH:4][c:5]2[c:6]([cH:23]1)[C:7]([c:16]1[c:17]([F:22])[cH:18][cH:19][cH:20][cH:21]1)=[N:8][C:9]([CH3:14])([CH3:15])[C:10](=[O:13])[N:11]2[CH3:12].[NH2:26][C:27]([C:28](=[O:29])[OH:30])([CH3:31])[CH3:32].[O:42]1[CH2:43][CH2:44][CH2:45][CH2:46]1.[OH2:47]>>[NH:1]([c:2]1[cH:3][cH:4][c:5]2[c:6]([cH:23]1)[C:7]([c:16]1[c:17]([F:22])[cH:18][cH:19][cH:20][cH:21]1)=[N:8][C:9]([CH3:14])([CH3:15])[C:10](=[O:13])[N:11]2[CH3:12])[C:28]([C:27]([NH2:26])([CH3:31])[CH3:32])=[O:29]. Reactants: C(C)OC(=O)N[C@@H](C(C)C)C(=O)O (N-ethoxycarbonyl-(L)-valine), C(CCl)Cl (EDC), C=1C=CC2=C(C1)N=NN2O (HOBT), TEA, S1C=NC=C1C1=CC=C(C=C1)CN(C[C@@H]([C@H](CC1=CC=CC=C1)NC([C@@H](NC(=O)OC)C(C)C)=O)O)N (1-[4-(thiazol-5-yl)-phenyl]-4(S)-hydroxy-2-amino-5(S)-N-(N-methoxycarbonyl-(L)-valyl)amino-6-phenyl-2-azahexane). The solvent is CN(C)C=O (DMF). Product: S1C=NC=C1C1=CC=C(C=C1)C(N(C[C@@H]([C@H](CC1=CC=CC=C1)NC([C@@H](NC(=O)OC)C(C)C)=O)O)C([C@@H](NC(=O)OCC)C(C)C)=O)N (1-[4-(Thiazol-5-yl)-phenyl]-4(S)-hydroxy-2-N-(N-ethoxycarbonyl-(L)-valyl)-amino-5(S)-N-(N-methoxycarbonyl-(L)-valyl)amino-6-phenyl-2-azahexane). RXN SMILES: [CH2:1]([O:3][C:4]([NH:6][C@H:7]([C:11]([OH:13])=O)[CH:8]([CH3:10])[CH3:9])=[O:5])[CH3:2].C(Cl)CCl.C1C=CC2N(O)N=[N:24]C=2C=1.[S:28]1[C:32]([C:33]2[CH:38]=[CH:37][C:36]([CH2:39][N:40](N)[CH2:41][C@H:42]([OH:63])[C@@H:43]([NH:51][C:52](=[O:62])[C@H:53]([CH:59]([CH3:61])[CH3:60])[NH:54][C:55]([O:57][CH3:58])=[O:56])[CH2:44][C:45]3[CH:50]=[CH:49][CH:48]=[CH:47][CH:46]=3)=[CH:35][CH:34]=2)=[CH:31][N:30]=[CH:29]1>CN(C=O)C>[S:28]1[C:32]([C:33]2[CH:38]=[CH:37][C:36]([CH:39]([NH2:24])[N:40]([C:11](=[O:13])[C@H:7]([CH:8]([CH3:9])[CH3:10])[NH:6][C:4]([O:3][CH2:1][CH3:2])=[O:5])[CH2:41][C@H:42]([OH:63])[C@@H:43]([NH:51][C:52](=[O:62])[C@H:53]([CH:59]([CH3:61])[CH3:60])[NH:54][C:55]([O:57][CH3:58])=[O:56])[CH2:44][C:45]3[CH:50]=[CH:49][CH:48]=[CH:47][CH:46]=3)=[CH:35][CH:34]=2)=[CH:31][N:30]=[CH:29]1. Procedure: Analogously to Example 7, 213 mg (1.13 mmol) of N-ethoxycarbonyl-(L)-valine, 431 mg (2.25 mmol) of EDC and 304 mg (2.25 mmol) of HOBT in 18 ml of DMF and 627 μl (4.5 mmol) of TEA are reacted with 0.75 mmol of 1-[4-(thiazol-5-yl)-phenyl]-4(S)-hydroxy-2-amino-5(S)-N-(N-methoxycarbonyl-(L)-valyl)amino-6-phenyl-2-azahexane (Example 7b) to form the title compound: m.p: 243°-244° C; HPLC20-100 : tRet =14.0; FAB MS (M+H)+ =697. Reactants: C1(CC1)C1=C(C=C(C(=C1)CO)OC(C)C)C1=CC=C(C=C1)F ((2-cyclopropyl-4′-fluoro-5-isopropoxybiphenyl-4-yl)methanol). Reagents/catalysts: [O-2].[O-2].[Mn+4] (Manganese dioxide). Solvent: C1(=CC=CC=C1)C (toluene). Conditions: temperature 60 celsius, time 1 hour. Yields the product C1(CC1)C1=C(C=C(C(=C1)C=O)OC(C)C)C1=CC=C(C=C1)F (2-Cyclopropyl-4′-fluoro-5-isopropoxybiphenyl-4-carbaldehyde). Isolated yield 79.5%. RXN SMILES: [CH:1]1([C:4]2[CH:9]=[C:8]([CH2:10][OH:11])[C:7]([O:12][CH:13]([CH3:15])[CH3:14])=[CH:6][C:5]=2[C:16]2[CH:21]=[CH:20][C:19]([F:22])=[CH:18][CH:17]=2)[CH2:3][CH2:2]1>[O-2].[O-2].[Mn+4].C1(C)C=CC=CC=1>[CH:1]1([C:4]2[CH:9]=[C:8]([CH:10]=[O:11])[C:7]([O:12][CH:13]([CH3:15])[CH3:14])=[CH:6][C:5]=2[C:16]2[CH:17]=[CH:18][C:19]([F:22])=[CH:20][CH:21]=2)[CH2:3][CH2:2]1 |f:1.2.3|. Procedure details: Manganese dioxide (16.6 g) was added to a toluene (80 mL) solution of (2-cyclopropyl-4′-fluoro-5-isopropoxybiphenyl-4-yl)methanol (5.75 g), and the mixture was stirred at 60° C. for 1 hour in a nitrogen atmosphere. The reaction mixture was filtered, and then, the solvent was distilled off under reduced pressure. The obtained residue was purified by silica gel column chromatography (hexane/ethyl acetate) to obtain the title compound (4.54 g).